From a dataset of the Open Reaction Database (ORD), a public repository of structured organic reaction records. describe an organic reaction: reactants, conditions, products, and yield The reactants are C(C)(C)(C)C1=C(C=CC=C1)N1CCN(CC1)C(C(=O)O)=O (2-[4-(2-tert-butylphenyl)piperazin-1-yl]-2-oxoacetic acid), N1CCC(CC1)C(=O)OC (methyl piperidine-4-carboxylate), CCN=C=NCCCN(C)C (EDCI), C=1C=CC2=C(C1)N=NN2O (HOBt), C(O)([O-])=O.[Na+] (sodium hydrogen carbonate). The solvent is C(C)#N (acetonitrile). Product: C(C)(C)(C)C1=C(C=CC=C1)N1CCN(CC1)C(C(=O)N1CCC(CC1)C(=O)OC)=O (methyl 1-{[4-(2-tert-butylphenyl)piperazin-1-yl](oxo)acetyl}piperidine-4-carboxylate). Isolated yield 40.4%. RXN SMILES: [C:1]([C:5]1[CH:10]=[CH:9][CH:8]=[CH:7][C:6]=1[N:11]1[CH2:16][CH2:15][N:14]([C:17](=[O:21])[C:18]([OH:20])=O)[CH2:13][CH2:12]1)([CH3:4])([CH3:3])[CH3:2].[NH:22]1[CH2:27][CH2:26][CH:25]([C:28]([O:30][CH3:31])=[O:29])[CH2:24][CH2:23]1.CCN=C=NCCCN(C)C.C1C=CC2N(O)N=NC=2C=1.C(=O)([O-])O.[Na+]>C(#N)C>[C:1]([C:5]1[CH:10]=[CH:9][CH:8]=[CH:7][C:6]=1[N:11]1[CH2:12][CH2:13][N:14]([C:17](=[O:21])[C:18]([N:22]2[CH2:27][CH2:26][CH:25]([C:28]([O:30][CH3:31])=[O:29])[CH2:24][CH2:23]2)=[O:20])[CH2:15][CH2:16]1)([CH3:4])([CH3:2])[CH3:3] |f:4.5|. Procedure: A solution of [4-(2-tert-butylphenyl)piperazin-1-yl](oxo)acetic acid (Example 44, 0.300 g, 1.03 mmol), methyl piperidine-4-carboxylate (0.178 g, 1.24 mmol), EDCI (0.238 g, 1.24 mmol) and HOBt (0.168 g, 1.24 mmol) in acetonitrile (10 mL) was stirred at room temperature for 2 days. The reaction mixture was poured into saturated sodium hydrogen carbonate solution and extracted with ethyl acetate. The organic layer was washed with saturated sodium hydrogen carbonate solution and brine, dried over Mg... The reactants are Cl\C=C/C=1N=CN2C1CN(C(C1=C2C=CC(=C1)F)=O)C (3-[(Z)-2-chlorovinyl]-8-fluoro-4,5-dihydro-5-methyl-6H-imidazo[1,5-a][1,4]benzodiazepin-6-one), N12CCCCCC2=NCCC1 (1,8-diazabicyclo[5.4.0]undec-7-ene), CN(C=O)C (N,N-dimethylformamide). Solvent: O (water). The product is C(#C)C=1N=CN2C1CN(C(C1=C2C=CC(=C1)F)=O)C (3-ethynyl-8-fluoro-4,5-dihydro-5-methyl-6H-imidazo[1,5-a][1,4]benzodiazepine-6-one). As a reaction SMILES: Cl/[CH:2]=[CH:3]\[C:4]1[N:5]=[CH:6][N:7]2[C:13]3[CH:14]=[CH:15][C:16]([F:18])=[CH:17][C:12]=3[C:11](=[O:19])[N:10]([CH3:20])[CH2:9][C:8]=12.N12CCCN=C1CCCCC2.CN(C)C=O>O>[C:3]([C:4]1[N:5]=[CH:6][N:7]2[C:13]3[CH:14]=[CH:15][C:16]([F:18])=[CH:17][C:12]=3[C:11](=[O:19])[N:10]([CH3:20])[CH2:9][C:8]=12)#[CH:2]. Reported procedure: 3.70 g (12.7 mmol) of 3-[(Z)-2-chlorovinyl]-8-fluoro-4,5-dihydro-5-methyl-6H-imidazo[1,5-a][1,4]benzodiazepin-6-one was heated to boiling under reflux for 4 hours together with 2.26 ml (15.2 mmol) of 1,8-diazabicyclo[5.4.0]undec-7-ene 30 ml of N,N-dimethylformamide. The reaction mixture was subsequently poured into 400 ml of water and extracted five times with methylene chloride. The organic extracts were washed four times with water, dried over magnesium sulphate and evaporated. The residue was... Starting materials: FC(CC(C#N)C#N)(C(C(C(F)F)(F)F)(F)F)F (2-(2,2,3,3,4,4,5,5-octafluoropentyl)malononitrile), FC(S(=O)(=O)OCC(C(F)(F)F)(F)F)(F)F (2,2,3,3,3-pentafluoropropyl trifluoromethanesulfonate), Cl (hydrochloric acid), C([O-])([O-])=O.[K+].[K+] (potassium carbonate). The solvent is CC(=O)C (acetone). Conditions: time 8 hour. The product is FC(CC(C#N)(C#N)CC(C(F)(F)F)(F)F)(C(C(C(F)F)(F)F)(F)F)F (2-(2,2,3,3,4,4,5,5-octafluoropentyl)-2-(2,2,3,3,3-pentafluoropropyl)malononitrile). The yield is 2.4%. Reaction SMILES: [F:1][C:2]([F:18])([C:9]([F:17])([F:16])[C:10]([F:15])([F:14])[CH:11]([F:13])[F:12])[CH2:3][CH:4]([C:7]#[N:8])[C:5]#[N:6].FC(F)(F)S(O[CH2:25][C:26]([F:32])([F:31])[C:27]([F:30])([F:29])[F:28])(=O)=O.C(=O)([O-])[O-].[K+].[K+].Cl>CC(C)=O>[F:1][C:2]([F:18])([C:9]([F:16])([F:17])[C:10]([F:14])([F:15])[CH:11]([F:13])[F:12])[CH2:3][C:4]([CH2:25][C:26]([F:32])([F:31])[C:27]([F:30])([F:29])[F:28])([C:7]#[N:8])[C:5]#[N:6] |f:2.3.4|. Procedure details: In 20 ml of acetone, 2.8 g of 2-(2,2,3,3,4,4,5,5-octafluoropentyl)malononitrile and 4.5 g of 2,2,3,3,3-pentafluoropropyl trifluoromethanesulfonate were dissolved, 2.2 g of potassium carbonate was added and the mixture was stirred at room temperature for 8 hours. Thereafter, dilute hydrochloric acid was added to the reaction mixture and the mixture was extracted with t-butyl methyl ether. The organic layer was washed successively with water, aqueous saturated sodium hydrogen carbonate and aqueous... Reactants: CC(=O)O[BH-](OC(C)=O)OC(C)=O, CS(=O)(=O)N1CCN(Cc2cc3c(N4CCOCC4)nc(-c4cncc(C=O)c4)nc3s2)CC1, ClCCCl, [Na+]. Yields the product CS(=O)(=O)N1CCN(Cc2cc3c(N4CCOCC4)nc(-c4cncc(CO)c4)nc3s2)CC1. As a reaction SMILES: [C:35]([O:36][BH-:37]([O:38][C:39](=[O:40])[CH3:41])[O:42][C:43](=[O:44])[CH3:45])(=[O:46])[CH3:47].[CH3:1][S:2](=[O:3])(=[O:4])[N:5]1[CH2:6][CH2:7][N:8]([CH2:11][c:12]2[cH:13][c:14]3[c:15]([n:16][c:17](-[c:26]4[cH:27][n:28][cH:29][c:30]([CH:31]=[O:32])[cH:33]4)[n:18][c:19]3[N:20]3[CH2:21][CH2:22][O:23][CH2:24][CH2:25]3)[s:34]2)[CH2:9][CH2:10]1.[Cl:49][CH2:50][CH2:51][Cl:52].[Na+:48]>>[CH3:1][S:2](=[O:3])(=[O:4])[N:5]1[CH2:6][CH2:7][N:8]([CH2:11][c:12]2[cH:13][c:14]3[c:15]([n:16][c:17](-[c:26]4[cH:27][n:28][cH:29][c:30]([CH2:31][OH:32])[cH:33]4)[n:18][c:19]3[N:20]3[CH2:21][CH2:22][O:23][CH2:24][CH2:25]3)[s:34]2)[CH2:9][CH2:10]1. The reactants are C(C)OC(=O)C1=NC(=NO1)CC1=CC=CC=C1 (3-Benzyl-[1,2,4]oxadiazole-5-carboxylic acid ethyl ester), O.[OH-].[Li+] (lithiumhydroxide-hydrate). Run in CO (MeOH), O (water). Conditions: time 1 hour. Product: C(C1=CC=CC=C1)C1=NOC(=N1)C(=O)O (3-Benzyl-[1,2,4]oxadiazole-5-carboxylic acid). RXN SMILES: C([O:3][C:4]([C:6]1[O:10][N:9]=[C:8]([CH2:11][C:12]2[CH:17]=[CH:16][CH:15]=[CH:14][CH:13]=2)[N:7]=1)=[O:5])C.O.[OH-].[Li+]>CO.O>[CH2:11]([C:8]1[N:7]=[C:6]([C:4]([OH:5])=[O:3])[O:10][N:9]=1)[C:12]1[CH:13]=[CH:14][CH:15]=[CH:16][CH:17]=1 |f:1.2.3|. Procedure details: A mixture of 3-Benzyl-[1,2,4]oxadiazole-5-carboxylic acid ethyl ester (360 mg, 1.6 mmol) and lithiumhydroxide-hydrate (65 mg, 1.6 mmol) in 10 mL MeOH and 5 mL water was stirred at room temperature for 1 h. The mixture was evaporated in vacuo to yield the crude product which was used in the next step without further purification. The reactants are CC1=C(C=C(C1C)C)C (1,2,4,5-tetramethyl-cyclopenta-1,3-diene), [Fe] (Fe), C(CCC)[Li] (n-butyllithium), FeCl3, [Fe].O1CCCC1 (Fe THF), FeCl2-2THF. The solvent is CCCCCC (hexane), O1CCCC1 (tetrahydrofuran). Run at time 8 hour. Product: CC1=C(C(=C([CH-]1)C)C)C.[CH-]1C(=C(C(=C1C)C)C)C.[Fe+2] (Octamethylferrocene). As a reaction SMILES: [CH3:1][C:2]1[CH:6]([CH3:7])[C:5]([CH3:8])=[CH:4][C:3]=1[CH3:9].C([Li])CCC.[Fe:15].[Fe].O1CCCC1>CCCCCC.O1CCCC1>[CH3:9][C:3]1[CH-:4][C:5]([CH3:8])=[C:6]([CH3:7])[C:2]=1[CH3:1].[CH-:4]1[C:5]([CH3:8])=[C:6]([CH3:7])[C:2]([CH3:1])=[C:3]1[CH3:9].[Fe+2:15] |f:3.4,7.8.9|. Reported procedure: 25.00 g (204.6 mmol) of 1,2,4,5-tetramethyl-cyclopenta-1,3-diene (HMe4Cp) was charged into a reaction vessel and dissolved in approximately 200 ml of hexane while under positive nitrogen pressure. The solution was cooled with an ice bath to approximately 0° C., whereupon 84 ml (210 mmol) of 2.5M n-butyllithium was charged into the reaction vessel via syringe. Next, the reaction mixture was allowed to warm to room temperature while being agitated overnight. In a separate vessel, 1.95 g (35 mmol) ... Starting materials: C(C1=CC=C(C(=O)OC)C=C1)(=O)OC (dimethyl terephthalate), S(O)(O)(=O)=O (sulfuric acid), O (water), [Na+].NCCCCCC(=O)[O-] (6-aminohexanoic acid sodium salt), C(CO)O (ethylene glycol). Run at temperature 87.5 celsius, time 20 hour. Product: C(=O)(O)CCCCCNC(C1=CC=C(C(=O)NCCCCCC(=O)O)C=C1)=O (N,N′-bis(carboxypentyl)terephthalamide). Reaction SMILES: [C:1]([O:13]C)(=O)[C:2]1[CH:11]=[CH:10][C:5]([C:6]([O:8]C)=O)=[CH:4][CH:3]=1.[Na+].[NH2:16][CH2:17][CH2:18][CH2:19][CH2:20][CH2:21][C:22]([O-:24])=[O:23].[CH2:25]([OH:28])[CH2:26]O.S(=O)(=O)(O)O.[OH2:34]>>[C:22]([CH2:21][CH2:20][CH2:19][CH2:18][CH2:17][NH:16][C:6](=[O:8])[C:5]1[CH:4]=[CH:3][C:2]([C:1]([NH:16][CH2:17][CH2:18][CH2:19][CH2:20][CH2:26][C:25]([OH:28])=[O:34])=[O:13])=[CH:11][CH:10]=1)([OH:24])=[O:23] |f:1.2|. Procedure details: 1 equivalent of 6-aminohexanoic acid (ACA), 1 equivalent of sodium hydroxide (NaOH), and suitable amount of water serving as solvent were added into a reaction bottle. After reacting for 2 hours, the reaction bottle was heated to remove the water, and then a solid mixture was obtained. Next, the solid mixture was dried at 90° C. for 12 hours in oven, and then solid 6-aminohexanoic acid sodium salt (ACA-Na) was obtained. Next, 0.97 g (0.005 mole) of dimethyl terephthalate (DMT), 2.32 g (0.015 mol... Starting materials: Cl (HCl), C(C)(C)(C)OC(=O)N1CCC(CC1)(C1=CC=CC=C1)C1=NN(C(=C1)N)C(C)(C)C (4-(5-amino-1-tert-butyl-1H-pyrazol-3-yl)-4-phenylpiperidine-1-carboxylic acid tert-butyl ester), C(=O)(OCC1=CC=CC=C1)N[C@@H](C)C(=O)O (carbobenzyloxy-L-alanine), O=P(Cl)(Cl)Cl (POCl3). Solvent: N1=CC=CC=C1 (pyridine). Conditions: time 25 minute. Product: C(C)(C)(C)OC(=O)N1CCC(CC1)(C1=CC=CC=C1)C1=NN(C(=C1)NC(C(C)NC(=O)OCC1=CC=CC=C1)=O)C(C)(C)C (4-[5-(2-benzyloxycarbonylamino-propionylamino)-1-tert-butyl-1H-pyrazol-3-yl]-4-phenylpiperidine-1-carboxylic acid tert-butyl ester). Reaction SMILES: [C:1]([O:5][C:6]([N:8]1[CH2:13][CH2:12][C:11]([C:20]2[CH:24]=[C:23]([NH2:25])[N:22]([C:26]([CH3:29])([CH3:28])[CH3:27])[N:21]=2)([C:14]2[CH:19]=[CH:18][CH:17]=[CH:16][CH:15]=2)[CH2:10][CH2:9]1)=[O:7])([CH3:4])([CH3:3])[CH3:2].[C:30]([NH:40][C@H:41]([C:43](O)=[O:44])[CH3:42])([O:32][CH2:33][C:34]1[CH:39]=[CH:38][CH:37]=[CH:36][CH:35]=1)=[O:31].O=P(Cl)(Cl)Cl.Cl>N1C=CC=CC=1>[C:1]([O:5][C:6]([N:8]1[CH2:13][CH2:12][C:11]([C:20]2[CH:24]=[C:23]([NH:25][C:43](=[O:44])[CH:41]([NH:40][C:30]([O:32][CH2:33][C:34]3[CH:39]=[CH:38][CH:37]=[CH:36][CH:35]=3)=[O:31])[CH3:42])[N:22]([C:26]([CH3:29])([CH3:28])[CH3:27])[N:21]=2)([C:14]2[CH:15]=[CH:16][CH:17]=[CH:18][CH:19]=2)[CH2:10][CH2:9]1)=[O:7])([CH3:4])([CH3:2])[CH3:3]. Procedure: A solution of 0.68 g (1.7 mmol) of 4-(5-amino-1-tert-butyl-1H-pyrazol-3-yl)-4-phenylpiperidine-1-carboxylic acid tert-butyl ester and 0.39 g (1.7 mmol) of carbobenzyloxy-L-alanine in 9.0 mL of dry pyridine was stirred at −10° C. as 0.18 mL (1.9 mmol) of POCl3 was added. After 25 min, the reaction mixture was poured into 1M HCl and extracted with EtOAc. The organic layer washed with sat. aq. NaHCO3, dried over MgSO4 and concentrated. Purification on silica gel using 50:50 EtOAc-hexanes as eluant ...